describe an organic reaction: reactants, conditions, products, and yield From a dataset of the Open Reaction Database (ORD), a public repository of structured organic reaction records. Reactants: C=1C=CC2=C(C1)NC(=O)O2 (benzoxazolinone), BrN1C(CCC1=O)=O (N-bromosuccinimide), O (water). The solvent is C(C)(=O)O (acetic acid). Run at time 63 hour. The product is BrC1=CC2=C(NC(O2)=O)C=C1 (6-bromo-3H-benzoxazol-2-one). Isolated yield 79.2%. RXN SMILES: [CH:1]1[CH:2]=[CH:3][C:4]2[O:10][C:8](=[O:9])[NH:7][C:5]=2[CH:6]=1.[Br:11]N1C(=O)CCC1=O.O>C(O)(=O)C>[Br:11][C:2]1[CH:1]=[CH:6][C:5]2[NH:7][C:8](=[O:9])[O:10][C:4]=2[CH:3]=1. Procedure details: To a solution of benzoxazolinone (20 g, 0.148 mol) in 220 mL glacial acetic acid was added N-bromosuccinimide (NBS, 26.36 g, 0.148 mol), and the reaction mixture was stirred at room temperature for 63 hours before pouring into 1500 mL water. The precipitated product was washed thoroughly with water upon collection and recrystallized from EtOH to give 6-bromo-3H-benzoxazol-2-one (9) (25.09 g, 79%): Theory: C, 39.28; H, 1.88; N, 6.54; Br, 37.33. Found: C, 39.36; H, 2.02; N, 6.36; Br, 37.43. MP 192... Starting materials: C(C)(=O)O[BH-](OC(C)=O)OC(C)=O.[Na+] (Sodium triacetoxyborohydride), C(#N)C1=CC=C(CN2C(=NC=C2C=O)C)C=C1 (1-(4-cyanobenzyl)-2-methylimidazole-5-carboxaldehyde), Cl.C(CCC)[C@@H]1NCC(N(C1)C1=C(C(=CC=C1)C)C)=O (5(S)-butyl-1-(2,3-dimethylphenyl)piperazin-2-one hydrochloride), CN1CCOCC1 (N-methylmorpholine), C1(=C(C(=C(C(=C1F)F)F)N)F)N.Cl.Cl (dihydrochloride). Solvent: ClC(C)Cl (dichloroethane). Yields the product Cl.Cl.C(CCC)[C@@H]1N(CC(N(C1)C1=C(C(=CC=C1)C)C)=O)CC1=CN=C(N1CC1=CC=C(C=C1)C#N)C (5(S)-Butyl-4-[1-(4-cyanobenzyl)-2-methyl-5-imidazolylmethyl]-1-(2,3-dimethylphenyl)piperazin-2-one dihydrochloride). RXN SMILES: C(O[BH-](OC(=O)C)OC(=O)C)(=O)C.[Na+].[C:15]([C:17]1[CH:31]=[CH:30][C:20]([CH2:21][N:22]2[C:26]([CH:27]=O)=[CH:25][N:24]=[C:23]2[CH3:29])=[CH:19][CH:18]=1)#[N:16].[ClH:32].[CH2:33]([C@H:37]1[CH2:42][N:41]([C:43]2[CH:48]=[CH:47][CH:46]=[C:45]([CH3:49])[C:44]=2[CH3:50])[C:40](=[O:51])[CH2:39][NH:38]1)[CH2:34][CH2:35][CH3:36].CN1CCOCC1.C1(N)C(F)=C(F)C(F)=C(N)C=1F.Cl.Cl>ClC(Cl)C>[ClH:32].[ClH:32].[CH2:33]([C@H:37]1[CH2:42][N:41]([C:43]2[CH:48]=[CH:47][CH:46]=[C:45]([CH3:49])[C:44]=2[CH3:50])[C:40](=[O:51])[CH2:39][N:38]1[CH2:27][C:26]1[N:22]([CH2:21][C:20]2[CH:30]=[CH:31][C:17]([C:15]#[N:16])=[CH:18][CH:19]=2)[C:23]([CH3:29])=[N:24][CH:25]=1)[CH2:34][CH2:35][CH3:36] |f:0.1,3.4,6.7.8,10.11.12|. Procedure: Sodium triacetoxyborohydride (0.265 g, 1.25 mmol) was added to a solution of 1-(4-cyanobenzyl)-2-methylimidazole-5-carboxaldehyde (0.190 g, 0.843 mmol), 5(S)-butyl-1-(2,3-dimethylphenyl)piperazin-2-one hydrochloride (0.250 g, 0.843 mmol), N-methylmorpholine (0.093 mL, 0.843 mmol) in dichloroethane (10 mL), according to the procedure described in Example 39, Step E. The title compound was purified by preparative HPLC using a gradient of 70 to 45% Solvent A. The free base was isolated and converte... Starting materials: O=C1CCCc2c1[nH]c1ccc(Br)cc21, Nc1cccc(F)c1. Product: Fc1cccc(NC2CCCc3c2[nH]c2ccc(Br)cc32)c1. RXN SMILES: [Br:1][c:2]1[cH:3][c:4]2[c:5]3[c:10]([nH:11][c:12]2[cH:13][cH:14]1)[C:9](=[O:15])[CH2:8][CH2:7][CH2:6]3.[NH2:16][c:17]1[cH:18][cH:19][cH:20][c:21]([F:22])[cH:23]1>>[Br:1][c:2]1[cH:3][c:4]2[c:5]3[c:10]([nH:11][c:12]2[cH:13][cH:14]1)[CH:9]([NH:16][c:17]1[cH:18][cH:19][cH:20][c:21]([F:22])[cH:23]1)[CH2:8][CH2:7][CH2:6]3. Starting materials: OC(c1ccc(Br)cc1)(C(F)(F)F)C(F)(F)F, COc1cccc(CC2CN(S(=O)(=O)c3cccs3)CCN2)c1, CC(C)(C)[O-], Cc1ccccc1, CC(C)c1cc(C(C)C)c(-c2ccccc2P(C2CCCCC2)C2CCCCC2)c(C(C)C)c1, [Cl-], [NH4+], [Na+], O=C(C=Cc1ccccc1)C=Cc1ccccc1, O=C(C=Cc1ccccc1)C=Cc1ccccc1, O=C(C=Cc1ccccc1)C=Cc1ccccc1, [Pd], [Pd]. Yields the product COc1cccc(CC2CN(S(=O)(=O)c3cccs3)CCN2c2ccc(C(O)(C(F)(F)F)C(F)(F)F)cc2)c1. Reaction SMILES: [Br:64][c:65]1[cH:66][cH:67][c:68]([C:71]([C:72]([F:73])([F:74])[F:75])([C:76]([F:77])([F:78])[F:79])[OH:80])[cH:69][cH:70]1.[CH3:1][O:2][c:3]1[cH:4][c:5]([CH2:6][CH:7]2[CH2:8][N:9]([S:13](=[O:14])(=[O:15])[c:16]3[s:17][cH:18][cH:19][cH:20]3)[CH2:10][CH2:11][NH:12]2)[cH:21][cH:22][cH:23]1.[CH3:58][C:59]([CH3:60])([O-:61])[CH3:62].[CH3:81][c:82]1[cH:83][cH:84][cH:85][cH:86][cH:87]1.[CH:24]1([P:25]([CH:26]2[CH2:27][CH2:28][CH2:29][CH2:30][CH2:31]2)[c:32]2[cH:33][cH:34][cH:35][cH:36][c:37]2-[c:38]2[c:39]([CH:40]([CH3:41])[CH3:42])[cH:43][c:44]([CH:45]([CH3:46])[CH3:47])[cH:48][c:49]2[CH:50]([CH3:51])[CH3:52])[CH2:53][CH2:54][CH2:55][CH2:56][CH2:57]1.[Cl-:88].[NH4+:89].[Na+:63].[O:110]=[C:111]([CH:112]=[CH:113][c:114]1[cH:115][cH:116][cH:117][cH:118][cH:119]1)[CH:120]=[CH:121][c:122]1[cH:123][cH:124][cH:125][cH:126][cH:127]1.[O:128]=[C:129]([CH:130]=[CH:131][c:132]1[cH:133][cH:134][cH:135][cH:136][cH:137]1)[CH:138]=[CH:139][c:140]1[cH:141][cH:142][cH:143][cH:144][cH:145]1.[O:92]=[C:93]([CH:94]=[CH:95][c:96]1[cH:97][cH:98][cH:99][cH:100][cH:101]1)[CH:102]=[CH:103][c:104]1[cH:105][cH:106][cH:107][cH:108][cH:109]1.[Pd:90].[Pd:91]>>[CH3:1][O:2][c:3]1[cH:4][c:5]([CH2:6][CH:7]2[CH2:8][N:9]([S:13](=[O:14])(=[O:15])[c:16]3[s:17][cH:18][cH:19][cH:20]3)[CH2:10][CH2:11][N:12]2[c:65]2[cH:66][cH:67][c:68]([C:71]([C:72]([F:73])([F:74])[F:75])([C:76]([F:77])([F:78])[F:79])[OH:80])[cH:69][cH:70]2)[cH:21][cH:22][cH:23]1. The reactants are ClCC(=O)NC1=NC=CC=C1NCCOCC (2-chloro-N-[3-[(2-ethoxyethyl)amino]-2-pyridinyl]acetamide), C1(=CC=CC=C1)CN1CCNCC1 (1-(phenylmethyl)piperazine), C([O-])([O-])=O.[Na+].[Na+] (sodium carbonate). Solvent: CC1=CC=CC=C1 (methylbenzene). Conditions: temperature 80 celsius, time 20 hour. Product: C(C)OCCNC=1C(=NC=CC1)NC(CN1CCN(CC1)CC1=CC=CC=C1)=O (N-[3-[(2-ethoxyethyl)amino]-2-pyridinyl]-4-(phenylmethyl) -1-piperazineacetamide). Isolated yield 100.0%. RXN SMILES: Cl[CH2:2][C:3]([NH:5][C:6]1[C:11]([NH:12][CH2:13][CH2:14][O:15][CH2:16][CH3:17])=[CH:10][CH:9]=[CH:8][N:7]=1)=[O:4].[C:18]1([CH2:24][N:25]2[CH2:30][CH2:29][NH:28][CH2:27][CH2:26]2)[CH:23]=[CH:22][CH:21]=[CH:20][CH:19]=1.C(=O)([O-])[O-].[Na+].[Na+]>CC1C=CC=CC=1>[CH2:16]([O:15][CH2:14][CH2:13][NH:12][C:11]1[C:6]([NH:5][C:3](=[O:4])[CH2:2][N:28]2[CH2:29][CH2:30][N:25]([CH2:24][C:18]3[CH:19]=[CH:20][CH:21]=[CH:22][CH:23]=3)[CH2:26][CH2:27]2)=[N:7][CH:8]=[CH:9][CH:10]=1)[CH3:17] |f:2.3.4|. Procedure details: A mixture of 3.62 parts of 2-chloro-N-[3-[(2-ethoxyethyl)amino]-2-pyridinyl]acetamide, 10.6 parts of 1-(phenylmethyl)piperazine, 6.4 parts of sodium carbonate and 90 parts of methylbenzene was stirred for 20 hours at 80° C. The reaction mixture was evaporated and the residue was taken up in water. The product was extracted with dichloromethane. The extract was dried, filtered and evaporated, yielding 7.9 parts (100%) of N-[3-[(2-ethoxyethyl)amino]-2-pyridinyl]-4-(phenylmethyl) -1-piperazineaceta... Starting materials: [OH-].[Na+] (NaOH), C(C)OC(C(CC1=CC=C(C=C1)O)(C)OC1=CC=C(C=C1)C1CCCCC1)=O (2-(4-cyclohexylphenoxy)-3-(4-hydroxyphenyl)-2-methyl-propionic acid ethyl ester), CC1=C(N=C(O1)C1=CC(=CC=C1)C=1SC=CC1)CCOS(=O)(=O)C1=CC=C(C=C1)C (toluene-4-sulfonic acid 2-[5-methyl-2-(3-thiophen-2-ylphenyl)oxazol-4-yl]ethyl ester), C(=O)([O-])[O-].[K+].[K+] (K2CO3). The solvent is C(C)O (ethanol), C(C)O (ethanol). Product: C1(CCCCC1)C1=CC=C(OC(C(=O)O)(CC2=CC=C(C=C2)OCCC=2N=C(OC2C)C2=CC(=CC=C2)C=2SC=CC2)C)C=C1 (2-(4-cyclohexyl-phenoxy)-2-methyl-3-(4-{2-[5-methyl-2-(3-thiophen-2-yl-phenyl)-oxazol-4-yl]-ethoxy}-phenyl)-propionic acid). As a reaction SMILES: C([O:3][C:4](=[O:28])[C:5]([O:15][C:16]1[CH:21]=[CH:20][C:19]([CH:22]2[CH2:27][CH2:26][CH2:25][CH2:24][CH2:23]2)=[CH:18][CH:17]=1)([CH3:14])[CH2:6][C:7]1[CH:12]=[CH:11][C:10](O)=[CH:9][CH:8]=1)C.[CH3:29][C:30]1[O:34][C:33]([C:35]2[CH:40]=[CH:39][CH:38]=[C:37]([C:41]3[S:42][CH:43]=[CH:44][CH:45]=3)[CH:36]=2)=[N:32][C:31]=1[CH2:46][CH2:47][O:48]S(C1C=CC(C)=CC=1)(=O)=O.C([O-])([O-])=O.[K+].[K+].[OH-].[Na+]>C(O)C>[CH:22]1([C:19]2[CH:20]=[CH:21][C:16]([O:15][C:5]([CH3:14])([CH2:6][C:7]3[CH:8]=[CH:9][C:10]([O:48][CH2:47][CH2:46][C:31]4[N:32]=[C:33]([C:35]5[CH:40]=[CH:39][CH:38]=[C:37]([C:41]6[S:42][CH:43]=[CH:44][CH:45]=6)[CH:36]=5)[O:34][C:30]=4[CH3:29])=[CH:11][CH:12]=3)[C:4]([OH:28])=[O:3])=[CH:17][CH:18]=2)[CH2:27][CH2:26][CH2:25][CH2:24][CH2:23]1 |f:2.3.4,5.6|. Reported procedure: A mixture of 2-(4-cyclohexylphenoxy)-3-(4-hydroxyphenyl)-2-methyl-propionic acid ethyl ester (0.030 mmol), toluene-4-sulfonic acid 2-[5-methyl-2-(3-thiophen-2-ylphenyl)oxazol-4-yl]ethyl ester (0.030 mmol) (see Ex. 5, Part B) and 325 mesh K2CO3 (0.084 g, 0.60 mmol) in ethanol (2 mL) was heated to reflux for 24 h under N2. Aqueous 5N NaOH (0.5 mL) and additional ethanol (1 mL) was added to the reaction mixture and it was heated at reflux for an additional 2 h. The reaction was cooled and the solve...